Dataset: the Open Reaction Database (ORD), a public repository of structured organic reaction records. Task: describe an organic reaction: reactants, conditions, products, and yield Starting materials: [Br-], O=C([O-])O, CC1(C)CCCC(C)(C)[NH+]1[O-], COCCOC, CCOC(C)=O, [O-]Cl, [Na+], [Na+], [Na+], O, COc1ccc2c(c1CCO)OC(C)(C)CC2=O. Yields the product COc1ccc2c(c1CC=O)OC(C)(C)CC2=O. RXN SMILES: [Br-:20].[C:35](=[O:36])([O-:37])[OH:38].[CH3:21][C:22]1([CH3:23])[CH2:24][CH2:25][CH2:26][C:27]([CH3:28])([CH3:29])[NH+:30]1[O-:31].[CH3:40][O:41][CH2:42][CH2:43][O:44][CH3:45].[CH3:47][CH2:48][O:49][C:50](=[O:51])[CH3:52].[Cl:32][O-:33].[Na+:19].[Na+:34].[Na+:39].[OH2:46].[OH:1][CH2:2][CH2:3][c:4]1[c:5]([O:17][CH3:18])[cH:6][cH:7][c:8]2[c:13]1[O:12][C:11]([CH3:14])([CH3:15])[CH2:10][C:9]2=[O:16]>>[O:1]=[CH:2][CH2:3][c:4]1[c:5]([O:17][CH3:18])[cH:6][cH:7][c:8]2[c:13]1[O:12][C:11]([CH3:14])([CH3:15])[CH2:10][C:9]2=[O:16]. Reactants: CCCCOCCOc1ccc(OB([O-])[O-])cc1, COC(=O)C1=Cc2cc(Br)ccc2N(CC(C)C)CC1, O=C([O-])[O-], CCO, [K+], [K+], O, O, Cc1ccccc1. The product is CCCCOCCOc1ccc(-c2ccc3c(c2)C=C(C(=O)OC)CCN3CC(C)C)cc1. RXN SMILES: [B:21]([O-:22])([O-:37])[O:38][c:23]1[cH:24][cH:25][c:26]([O:29][CH2:30][CH2:31][O:32][CH2:33][CH2:34][CH2:35][CH3:36])[cH:27][cH:28]1.[Br:1][c:2]1[cH:3][cH:4][c:5]2[c:6]([cH:20]1)[CH:7]=[C:8]([C:16](=[O:17])[O:18][CH3:19])[CH2:9][CH2:10][N:11]2[CH2:12][CH:13]([CH3:14])[CH3:15].[C:39](=[O:40])([O-:41])[O-:42].[CH2:47]([OH:48])[CH3:49].[K+:43].[K+:44].[OH2:45].[OH2:46].[c:50]1([CH3:51])[cH:52][cH:53][cH:54][cH:55][cH:56]1>>[c:2]1(-[c:23]2[cH:24][cH:25][c:26]([O:29][CH2:30][CH2:31][O:32][CH2:33][CH2:34][CH2:35][CH3:36])[cH:27][cH:28]2)[cH:3][cH:4][c:5]2[c:6]([cH:20]1)[CH:7]=[C:8]([C:16](=[O:17])[O:18][CH3:19])[CH2:9][CH2:10][N:11]2[CH2:12][CH:13]([CH3:14])[CH3:15]. Starting materials: C(C)(C)(C)OC(=O)N1CCN(CC1)C=1C(N(N=C(C1C)C1=CC(=C(C=C1)C)F)CC(C)C)=O (4-(4-tert-butoxycarbonyl-1-piperazinyl)-methyl-6-(3-fluoro-4-methylphenyl)-2-isobutyl-2H-pyridazin-3-one), C(C=CC1=CC=CC=C1)N1N=C(C=C(C1=O)COS(=O)(=O)C)C1=CC(=C(C=C1)F)C (2-cinnamyl-6-(4-fluoro-3-methylphenyl)-4-methanesulfonyloxymethyl-2H-pyridazin-3-one), N1(CCNCC1)C(=O)OC(C)(C)C (tert-butyl 1-piperazinecarboxylate). The product is C(C)(C)(C)OC(=O)N1CCN(CC1)C=1C(N(N=C(C1C)C1=CC(=C(C=C1)F)C)CC=CC1=CC=CC=C1)=O (4-(4-tert-butoxycarbonyl-1-piperazinyl)-methyl-2-cinnamyl-6-(4-fluoro-3-methylphenyl)-2H-pyridazin-3-one). The yield is 86.7%. RXN SMILES: [C:1]([O:5][C:6]([N:8]1[CH2:13][CH2:12][N:11](C2C(=O)N(CC(C)C)N=C(C3C=CC(C)=C(F)C=3)C=2C)[CH2:10][CH2:9]1)=[O:7])([CH3:4])([CH3:3])[CH3:2].[CH2:34]([N:43]1[C:48](=[O:49])[C:47](COS(C)(=O)=O)=[CH:46][C:45]([C:56]2[CH:61]=[CH:60][C:59]([F:62])=[C:58]([CH3:63])[CH:57]=2)=[N:44]1)[CH:35]=[CH:36][C:37]1[CH:42]=[CH:41][CH:40]=[CH:39][CH:38]=1.N1(C(OC(C)(C)C)=O)CCNC[CH2:65]1>>[C:1]([O:5][C:6]([N:8]1[CH2:13][CH2:12][N:11]([C:47]2[C:48](=[O:49])[N:43]([CH2:34][CH:35]=[CH:36][C:37]3[CH:38]=[CH:39][CH:40]=[CH:41][CH:42]=3)[N:44]=[C:45]([C:56]3[CH:61]=[CH:60][C:59]([F:62])=[C:58]([CH3:63])[CH:57]=3)[C:46]=2[CH3:65])[CH2:10][CH2:9]1)=[O:7])([CH3:4])([CH3:2])[CH3:3]. Procedure: Following the procedure of Example 1 (10), 2-cinnamyl-6-(4-fluoro-3-methylphenyl)-4-methanesulfonyloxymethyl-2H-pyridazin-3-one and tert-butyl 1-piperazinecarboxylate were reacted to yield the title compound as a yellow oil (yield: 86.7%). RXN SMILES: [CH3:53][CH2:54][O:55][C:56](=[O:57])[CH3:58].[F:1][c:2]1[c:3]([CH2:9][C:10](=[O:11])[N:12]2[CH2:13][CH2:14][c:15]3[cH:16][c:17](-[c:21]4[cH:22][s:23][c:24]5[c:25]4[c:26]([NH2:31])[n:27][cH:28][c:29]5[I:30])[cH:18][cH:19][c:20]32)[cH:4][c:5]([F:8])[cH:6][cH:7]1.[Na+:41].[Na+:42].[O-:43][C:44](=[O:45])[O-:46].[O:47]1[CH2:48][CH2:49][O:50][CH2:51][CH2:52]1.[OH2:59].[n:32]1[cH:33][c:34]([B:38]([OH:39])[OH:40])[cH:35][cH:36][cH:37]1>>[F:1][c:2]1[c:3]([CH2:9][C:10](=[O:11])[N:12]2[CH2:13][CH2:14][c:15]3[cH:16][c:17](-[c:21]4[cH:22][s:23][c:24]5[c:25]4[c:26]([NH2:31])[n:27][cH:28][c:29]5-[c:34]4[cH:33][n:32][cH:37][cH:36][cH:35]4)[cH:18][cH:19][c:20]32)[cH:4][c:5]([F:8])[cH:6][cH:7]1. Yields the product Nc1ncc(-c2cccnc2)c2scc(-c3ccc4c(c3)CCN4C(=O)Cc3cc(F)ccc3F)c12. The reactants are CCOC(C)=O, Nc1ncc(I)c2scc(-c3ccc4c(c3)CCN4C(=O)Cc3cc(F)ccc3F)c12, [Na+], [Na+], O=C([O-])[O-], C1COCCO1, O, OB(O)c1cccnc1. The reactants are ClC1=NC(=C2N=C(N(C2=N1)CC)C1(CCOCC1)O)N1[C@H](COCC1)C ((S)-4-(2-chloro-9-ethyl-6-(3-methylmorpholino)-9H-purin-8-yl)tetrahydro-2H-pyran-4-ol), O1CC(C1)=O (3-oxetanone). Product: ClC1=NC(=C2N=C(N(C2=N1)CC)C1(COC1)O)N1[C@H](COCC1)C ((S)-3-(2-chloro-9-ethyl-6-(3-methylmorpholino)-9H-purin-8-yl)oxetan-3-ol). As a reaction SMILES: [Cl:1][C:2]1[N:10]=[C:9]2[C:5]([N:6]=[C:7]([C:13]3([OH:19])[CH2:18]COCC3)[N:8]2[CH2:11][CH3:12])=[C:4]([N:20]2[CH2:25][CH2:24][O:23][CH2:22][C@@H:21]2[CH3:26])[N:3]=1.[O:27]1CC(=O)[CH2:28]1>>[Cl:1][C:2]1[N:10]=[C:9]2[C:5]([N:6]=[C:7]([C:13]3([OH:19])[CH2:18][O:27][CH2:28]3)[N:8]2[CH2:11][CH3:12])=[C:4]([N:20]2[CH2:25][CH2:24][O:23][CH2:22][C@@H:21]2[CH3:26])[N:3]=1. Procedure details: This compound (i-j) was prepared in an analogous fashion to (S)-4-(2-chloro-9-ethyl-6-(3-methylmorpholino)-9H-purin-8-yl)tetrahydro-2H-pyran-4-ol, using 3-oxetanone as the starting material. 1H NMR (CDCl3, 500 MHz) δ ppm 5.70 to 4.70 (broad s, 2H), 5.20 (dd, J=12.1 Hz, 7.2 Hz, 2H), 4.95 (d, J=7.2 Hz, 2H), 4.31 (q, J=7.1 Hz, 2H), 4.02 (dd, J=11.3, 3.2 Hz, 1H), 3.78 (dt, J=11.7 Hz, 7.2 Hz, 2H), 3.61 (td, J=11.9 Hz, 2.7 Hz, 1H), 3.47 (s, 2H), 1.46 (t, J=7.2 Hz, 3H), 1.41 (d, J=6.8 Hz, 3H); LC-MS m/... As a reaction SMILES: I[C:2]1[CH:7]=[CH:6][N:5]=[C:4]2[N:8]([C:11]3[C:16]([F:17])=[C:15]([F:18])[CH:14]=[C:13]([F:19])[C:12]=3[F:20])[N:9]=[CH:10][C:3]=12.[O:21]1CC[O:23][BH:22]1.C([O-])(=O)C.[K+].C(Cl)Cl>CS(C)=O>[F:20][C:12]1[C:13]([F:19])=[CH:14][C:15]([F:18])=[C:16]([F:17])[C:11]=1[N:8]1[C:4]2=[N:5][CH:6]=[CH:7][C:2]([B:22]([OH:23])[OH:21])=[C:3]2[CH:10]=[N:9]1 |f:2.3|. The solvent is CS(=O)C (DMSO). Procedure: To a 48 mL pressure bottle under N2 was added the compound from Intermediate 69A (1.1 g, 2.8 mmol), 4,4,4′,4′,5,5,5′,5′-octamethyl-2,2′-bi(1,3,2-dioxaborolane (1.17 g, 4.61 mmol), potassium acetate (1.15 g, 11.72 mmol), and anhydrous DMSO (8 mL). Argon was bubbled into the reaction mixture for 5 min and then PdCl2(dppf).CH2Cl2 (71 mg, 0.097 mmol) was added. The reaction mixture was flushed with argon, securely capped, and heated at 105° C. for 75 min. After adding 30 mg more palladium catalyst a... The product is FC1=C(C(=C(C=C1F)F)F)N1N=CC=2C1=NC=CC2B(O)O (1-(2,3,5,6-tetrafluorophenyl)-1H-pyrazolo[3,4-b]pyridin-4-ylboronic acid). Reactants: IC1=C2C(=NC=C1)N(N=C2)C2=C(C(=CC(=C2F)F)F)F (4-iodo-1-(2,3,5,6-tetrafluorophenyl)-1H-pyrazolo[3,4-b]pyridine), 4,4,4′,4′,5,5,5′,5′-octamethyl-2,2′-bi, O1BOCC1 (1,3,2-dioxaborolane), C(C)(=O)[O-].[K+] (potassium acetate), C(Cl)Cl (CH2Cl2). Run at temperature 105 celsius.